Task: describe an organic reaction: reactants, conditions, products, and yield. Dataset: the Open Reaction Database (ORD), a public repository of structured organic reaction records Reactants: CC(C)(C)c1cc(C2CCC(c3cc(C(C)(C)C)c(O)c(C(C)(C)C)c3)C3CCC2S3=O)cc(C(C)(C)C)c1O, ClCCl, O=C(OO)c1cccc(Cl)c1. The product is CC(C)(C)c1cc(C2CCC(c3cc(C(C)(C)C)c(O)c(C(C)(C)C)c3)C3CCC2S3(=O)=O)cc(C(C)(C)C)c1O. RXN SMILES: [C:1]([CH3:2])([CH3:3])([CH3:4])[c:5]1[cH:6][c:7]([CH:16]2[CH:17]3[CH2:18][CH2:19][CH:20]([CH:21]([c:24]4[cH:25][c:26]([C:35]([CH3:36])([CH3:37])[CH3:38])[c:27]([OH:34])[c:28]([C:30]([CH3:31])([CH3:32])[CH3:33])[cH:29]4)[CH2:22][CH2:23]2)[S:39]3=[O:40])[cH:8][c:9]([C:12]([CH3:13])([CH3:14])[CH3:15])[c:10]1[OH:11].[CH2:52]([Cl:53])[Cl:54].[Cl:41][c:42]1[cH:43][cH:44][cH:45][c:46]([C:47]([O:48][OH:50])=[O:49])[cH:51]1>>[C:1]([CH3:2])([CH3:3])([CH3:4])[c:5]1[cH:6][c:7]([CH:16]2[CH:17]3[CH2:18][CH2:19][CH:20]([CH:21]([c:24]4[cH:25][c:26]([C:35]([CH3:36])([CH3:37])[CH3:38])[c:27]([OH:34])[c:28]([C:30]([CH3:31])([CH3:32])[CH3:33])[cH:29]4)[CH2:22][CH2:23]2)[S:39]3(=[O:40])=[O:49])[cH:8][c:9]([C:12]([CH3:13])([CH3:14])[CH3:15])[c:10]1[OH:11]. Isolated yield 24.4%. Solvent: C1CCOC1 (THF). Reactants: NC=1C=C2C(=C(C=NC2=CC1)C#N)NC1=CC(=C(C=C1)F)Cl (6-amino-4-[(3-chloro-4-fluorophenyl)amino]-3-quinolinecarbonitrile), ClC(=O)OCC(C)C (isobutyl chloroformate), CN1CCOCC1 (N-methylmorpholine), C(C#CC)(=O)O (2-butynoic acid). RXN SMILES: [C:1]([OH:6])(=O)[C:2]#[C:3][CH3:4].ClC(OCC(C)C)=O.CN1CCOCC1.[NH2:22][C:23]1[CH:24]=[C:25]2[C:30](=[CH:31][CH:32]=1)[N:29]=[CH:28][C:27]([C:33]#[N:34])=[C:26]2[NH:35][C:36]1[CH:41]=[CH:40][C:39]([F:42])=[C:38]([Cl:43])[CH:37]=1>C1COCC1>[Cl:43][C:38]1[CH:37]=[C:36]([NH:35][C:26]2[C:25]3[C:30](=[CH:31][CH:32]=[C:23]([NH:22][C:1](=[O:6])[C:2]#[C:3][CH3:4])[CH:24]=3)[N:29]=[CH:28][C:27]=2[C:33]#[N:34])[CH:41]=[CH:40][C:39]=1[F:42]. Reaction conditions: temperature 0 celsius, time 10 minute. Procedure: Dissolved 336 mg (4.00 mmol) 2-butynoic acid in 20 ml of THF and chilled to 0° C. under N2. Added 520 μl (4.00 mmol) isobutyl chloroformate and 440 μl (4.00 mmol) N-methylmorpholine and stirred for 10 minutes. Added a solution of 500 mg (1.60 mmol) 6-amino-4-[(3-chloro-4-fluorophenyl)amino]-3-quinolinecarbonitrile, stirred for minutes at 0° C. and then at 25° C. overnight. Stripped solvent, washed with water, collected and dried in vacuo. Recrystallized from ethyl acetate, giving 148 mg of a yel... Product: ClC=1C=C(C=CC1F)NC1=C(C=NC2=CC=C(C=C12)NC(C#CC)=O)C#N (N-{4-[(3-Chloro-4-fluoro-phenyl)amino]-3-cyano-6-quinolinyl}-2-butynamide). Reactants: CCNCc1noc(C(CCCC2CCCCC2)CC(=O)OC(C)(C)C)n1, ClCCl, O=C(O)C(F)(F)F. The product is CCNCc1noc(C(CCCC2CCCCC2)CC(=O)O)n1. Reaction SMILES: [CH:1]1([CH2:7][CH2:8][CH2:9][CH:10]([CH2:11][C:12](=[O:13])[O:14][C:15]([CH3:16])([CH3:17])[CH3:18])[c:19]2[n:20][c:21]([CH2:24][NH:25][CH2:26][CH3:27])[n:22][o:23]2)[CH2:2][CH2:3][CH2:4][CH2:5][CH2:6]1.[Cl:35][CH2:36][Cl:37].[F:28][C:29]([F:30])([F:31])[C:32]([OH:33])=[O:34]>>[CH:1]1([CH2:7][CH2:8][CH2:9][CH:10]([CH2:11][C:12](=[O:13])[OH:14])[c:19]2[n:20][c:21]([CH2:24][NH:25][CH2:26][CH3:27])[n:22][o:23]2)[CH2:2][CH2:3][CH2:4][CH2:5][CH2:6]1.